This data is from the Open Reaction Database (ORD), a public repository of structured organic reaction records. The task is: describe an organic reaction: reactants, conditions, products, and yield Reactants: intermediate, C(C)(C)(C)OC(=O)N1CC(CCC1)NCC(=CC1=C(C=C(C=C1)F)F)C (3-[3-(2,4-difluoro-phenyl)-2-methyl-allylamino]-piperidine-1-carboxylic acid tert-butyl ester), Cl (HCl), Cl (HCl), COC=1C=C(C(=O)O)C=C(C1OC)OC (3,4,5-trimethoxy benzoic acid), S(=O)(Cl)Cl (thionyl chloride), amine. Solvent: O1CCOCC1 (dioxane), C(C)N(CC)CC (triethylamine). Reaction conditions: time 14 hour. Yields the product FC1=C(C=CC(=C1)F)C=C(CN(C(C1=CC(=C(C(=C1)OC)OC)OC)=O)C1CNCCC1)C (N-[3-(2,4-Difluoro-phenyl)-2-methyl-allyl]-3,4,5-trimethoxy-N-piperidin-3-yl-benzamide). Isolated yield 23.1%. RXN SMILES: C(OC([N:8]1[CH2:13][CH2:12][CH2:11][CH:10]([NH:14][CH2:15][C:16]([CH3:26])=[CH:17][C:18]2[CH:23]=[CH:22][C:21]([F:24])=[CH:20][C:19]=2[F:25])[CH2:9]1)=O)(C)(C)C.[CH3:27][O:28][C:29]1[CH:30]=[C:31]([CH:35]=[C:36]([O:40][CH3:41])[C:37]=1[O:38][CH3:39])[C:32](O)=[O:33].S(Cl)(Cl)=O.Cl>O1CCOCC1.C(N(CC)CC)C>[F:25][C:19]1[CH:20]=[C:21]([F:24])[CH:22]=[CH:23][C:18]=1[CH:17]=[C:16]([CH3:26])[CH2:15][N:14]([CH:10]1[CH2:11][CH2:12][CH2:13][NH:8][CH2:9]1)[C:32](=[O:33])[C:31]1[CH:30]=[C:29]([O:28][CH3:27])[C:37]([O:38][CH3:39])=[C:36]([O:40][CH3:41])[CH:35]=1. Reported procedure: Experimental condition analogous to Example 18 were used with 3-[3-(2,4-difluoro-phenyl)-2-methyl-allylamino]-piperidine-1-carboxylic acid tert-butyl ester 0.35 g (0.94 mmol), 3,4,5-trimethoxy benzoic acid 0.24 g (1.13 mmol), thionyl chloride 0.15 g (0.94 mmol) and triethylamine 0.1 ml. The reaction yielded 380 mg BOC protected intermediate. This intermediate 0.36 g (0.64 mmol) was dissolved in 5 ml dioxane, 6 N HCl was added, and the mixture was stirred at room temperature for 14 hr. A basic wo... Starting materials: C(#N)C=1C=C(C=CC1OC(C)C)C1=NC(=NO1)C=1C=CC2=C(CN(CCO2)CCCC(=O)OCC)C1 (Ethyl 4-[7-(5-{3-cyano-4-[(1-methylethyl)oxy]phenyl}-1,2,4-oxadiazol-3-yl)-2,3-dihydro-1,4-benzoxazepin-4(5H)-yl]butanoate), [OH-].[Na+] (NaOH). The solvent is C(C)O (Ethanol). Reaction conditions: time 3 hour. Product: C(#N)C=1C=C(C=CC1OC(C)C)C1=NC(=NO1)C=1C=CC2=C(CN(CCO2)CCCC(=O)O)C1 (4-[7-(5-{3-Cyano-4-[(1-methylethyl)oxy]phenyl}-1,2,4-oxadiazol-3-yl)-2,3-dihydro-1,4-benzoxazepin-4(5H)-yl]butanoic acid). Isolated yield 27.8%. Reaction SMILES: [C:1]([C:3]1[CH:4]=[C:5]([C:13]2[O:17][N:16]=[C:15]([C:18]3[CH:19]=[CH:20][C:21]4[O:27][CH2:26][CH2:25][N:24]([CH2:28][CH2:29][CH2:30][C:31]([O:33]CC)=[O:32])[CH2:23][C:22]=4[CH:36]=3)[N:14]=2)[CH:6]=[CH:7][C:8]=1[O:9][CH:10]([CH3:12])[CH3:11])#[N:2].[OH-].[Na+]>C(O)C>[C:1]([C:3]1[CH:4]=[C:5]([C:13]2[O:17][N:16]=[C:15]([C:18]3[CH:19]=[CH:20][C:21]4[O:27][CH2:26][CH2:25][N:24]([CH2:28][CH2:29][CH2:30][C:31]([OH:33])=[O:32])[CH2:23][C:22]=4[CH:36]=3)[N:14]=2)[CH:6]=[CH:7][C:8]=1[O:9][CH:10]([CH3:11])[CH3:12])#[N:2] |f:1.2|. Reported procedure: Ethyl 4-[7-(5-{3-cyano-4-[(1-methylethyl)oxy]phenyl}-1,2,4-oxadiazol-3-yl)-2,3-dihydro-1,4-benzoxazepin-4(5H)-yl]butanoate (Preparation 80) (0.084 g, 0.171 mmol) was dissolved in Ethanol (2 ml). Then 2N NaOH (1 ml, 2.000 mmol) was added and the reaction left standing at RT for 3 hours. Ethanol was removed by evaporation and the resulting residue dissolved in EtOAc and water, acidified with acetic acid and the phases separated. The organic phase was dried (MgSO4), evaporated and triturated with e... As a reaction SMILES: [CH3:1]I.[Mg].[CH3:4][CH:5]1[C:10]2([CH3:14])[CH:11]([CH3:13])[CH2:12][CH:7]([CH:8](C(OCC)=O)[CH2:9]2)[N:6]1[CH2:20][C:21]1[CH:26]=[CH:25][CH:24]=[CH:23][CH:22]=1.[NH4+].[Cl-].CC[O:31][CH2:32][CH3:33]>>[CH3:1][C:32]([CH3:33])([CH:8]1[CH:7]2[CH2:12][CH:11]([CH3:13])[C:10]([CH3:14])([CH:5]([CH3:4])[N:6]2[CH2:20][C:21]2[CH:22]=[CH:23][CH:24]=[CH:25][CH:26]=2)[CH2:9]1)[OH:31] |f:3.4|. Yields the product CC(O)(C1CC2(C(N(C1CC2C)CC2=CC=CC=C2)C)C)C (α,α,3,4,8-pentamethyl-2-(phenylmethyl)-2-azabicyclo[2.2.21octane-6-methanol). Reactants: CC1N(C2C(CC1(C(C2)C)C)C(=O)OCC)CC2=CC=CC=C2 (ethyl 3,4,8-trimethyl-2-(phenylmethyl)-2-azabicyclo[2.2.21-octane-6-carboxylate), CCOCC (ether), CI (Methyl iodide), [Mg] (magnesium), CCOCC (ether), [NH4+].[Cl-] (NH4Cl), ice water. Run at time 2 hour. Reported procedure: Methyl iodide (138.4 g, 0.98 mole) was added dropwise over 1.5 hours to magnesium turnings (23.7 g, 0.98 mole) in ether (300 mL). The solution was diluted to a total volume of 1 liter and was stirred at room temperature for 2 hours. The solution was filtered through a glass wool plug into a second flask under nitrogen and a solution of ethyl 3,4,8-trimethyl-2-(phenylmethyl)-2-azabicyclo[2.2.21-octane-6-carboxylate (87.9 g, 0.28 mole) in ether (400 mL) was added over 2 hours. The mixture was stir... The yield is 98.0%. The reactants are C[Mg]Br (methylmagnesium bromide), N#N (N2), C(C)(=O)C1=CC=C(C=C1)S(=O)(=O)NC=1C(=NC=C(C1)Br)Cl (4-acetyl-N-(5-bromo-2-chloropyridin-3-yl)benzenesulfonamide). Procedure details: To a 100 mL, round-bottomed flask was added 4-acetyl-N-(5-bromo-2-chloropyridin-3-yl)benzenesulfonamide from Step 1 (250 mg, 642 μmol) and THF (10 mL). To this solution, methylmagnesium bromide (3.0 N, 4 mL, 12 mmol) was added in under N2 protection. The suspension was stirred at 25° C. for 3 h. The mixture was quenched by aqueous saturated NH4Cl. The aqueous part was extracted by 10% methanol-DCM (3×), and the combined organic was dried over MgSO4, and concentrated in vacuo to provide the title... The product is BrC=1C=C(C(=NC1)Cl)NS(=O)(=O)C1=CC=C(C=C1)C(C)(C)O (N-(5-Bromo-2-chloropyridin-3-yl)-4-(2-hydroxypropan-2-yl)benzenesulfonamide). Run at temperature 25 celsius, time 3 hour. Reaction SMILES: [C:1]([C:4]1[CH:9]=[CH:8][C:7]([S:10]([NH:13][C:14]2[C:15]([Cl:21])=[N:16][CH:17]=[C:18]([Br:20])[CH:19]=2)(=[O:12])=[O:11])=[CH:6][CH:5]=1)(=[O:3])[CH3:2].[CH3:22][Mg]Br.N#N>C1COCC1>[Br:20][C:18]1[CH:19]=[C:14]([NH:13][S:10]([C:7]2[CH:8]=[CH:9][C:4]([C:1]([OH:3])([CH3:22])[CH3:2])=[CH:5][CH:6]=2)(=[O:12])=[O:11])[C:15]([Cl:21])=[N:16][CH:17]=1. Run in C1CCOC1 (THF). Yield: 96.0%. The reactants are C1(=CC=CC=C1)CCCCP(OCC)(OCC)=O (diethyl (4-phenylbutyl)phosphonate), Cl (HCl). The product is C1(=CC=CC=C1)CCCCP(O)(O)=O ((4-phenylbutyl)phosphonic acid). Yield: 61.1%. Reaction SMILES: [C:1]1([CH2:7][CH2:8][CH2:9][CH2:10][P:11](=[O:18])([O:15]CC)[O:12]CC)[CH:6]=[CH:5][CH:4]=[CH:3][CH:2]=1.Cl>>[C:1]1([CH2:7][CH2:8][CH2:9][CH2:10][P:11](=[O:12])([OH:18])[OH:15])[CH:2]=[CH:3][CH:4]=[CH:5][CH:6]=1. Reported procedure: A mixture of diethyl (4-phenylbutyl)phosphonate (3.5 g, 13.0 mmole) and 6N HCl (45 ml) was refluxed under argon for 16 hours. The cooled reaction mixture was extracted with EtOAc. The organic phase was washed with saturated NaCl, dried (MgSO4), and evaporated. The crude product (2.3 g) was recrystallized from diisopropyl ether to give pure (4-phenylbutyl)phosphonic acid (1.7 g, 61%) as white needles, m.p. 92°-93° C. The reactants are C(C)OC(=O)N1CCN(CC1)C(=O)C(CC=1N=CNC1)NC(=O)OC(C)(C)C (4-Ethoxycarbonyl-1-(1-(t-butoxycarbonyl)amino-2-(imidazol-4-yl)ethyl)carbonylpiperazine), FC(C(=O)O)(F)F.C(Cl)Cl (trifluoroacetic acid methylene chloride). Conditions: time 1 hour. Yields the product C(C)OC(=O)N1CCN(CC1)C(=O)C(CC=1N=CNC1)N (4-ethoxycarbonyl-1-(1-amino-2-(imidazol-4-yl)ethyl)carbonylpiperazine). Reaction SMILES: [CH2:1]([O:3][C:4]([N:6]1[CH2:11][CH2:10][N:9]([C:12]([CH:14]([NH:21]C(OC(C)(C)C)=O)[CH2:15][C:16]2[N:17]=[CH:18][NH:19][CH:20]=2)=[O:13])[CH2:8][CH2:7]1)=[O:5])[CH3:2].FC(F)(F)C(O)=O.C(Cl)Cl>>[CH2:1]([O:3][C:4]([N:6]1[CH2:11][CH2:10][N:9]([C:12]([CH:14]([NH2:21])[CH2:15][C:16]2[N:17]=[CH:18][NH:19][CH:20]=2)=[O:13])[CH2:8][CH2:7]1)=[O:5])[CH3:2] |f:1.2|. Reported procedure: To a solution of N-t-butoxycarbonylhistidine (2 g, 7.05 mmol) in THF (30 mL) was added 1-ethoxycarbonylpiperazine (1.36 mL, 1.3 eq.), EDCI (1.65 g, 1.2 eq. ), HOBt (1.2 g, 1.1 eq.) and the reaction mixture was stirred overnight. The reaction mixture was evaporated in vacuo to afford a crude product, which was dissolved in ethyl acetate, washed with saturated NaHCO3, 1M NaHSO4 and brine. The organic layer was evaporated. Flash column chromatography with 2%–6% MeOH in CH2Cl2 afforded 4-ethoxycarbo...